describe an organic reaction: reactants, conditions, products, and yield From a dataset of the Open Reaction Database (ORD), a public repository of structured organic reaction records. The reactants are mixture, C(C)=O (acetaldehyde), COC(C)OC (acetaldehyde dimethyl acetal). Reagents/catalysts: catalyst J. The solvent is CO (methanol). Conditions: temperature 300 celsius. The product is COC=C (vinyl methyl ether), COC(C)OC (acetaldehyde dimethyl acetal). The yield is 90.6%. As a reaction SMILES: C(=O)C.[CH3:4][O:5][CH:6]([O:8][CH3:9])[CH3:7]>CO>[CH3:4][O:5][CH:6]=[CH2:7].[CH3:4][O:5][CH:6]([O:8][CH3:9])[CH3:7]. Procedure: 960 g of catalyst J synthesized according to Example 3 was charged into a reactor of 2 m length and 29 mm diameter, maintained at a temperature of 300° C., then 690 g of mixture with a content of 24.5 weight percent of methanol, 2.1 weight percent of acetaldehyde and 73.4 weight percent of DMA was passed through the reactor per hour and the reaction gas was directly rectified by distillation in a column. At the column head, vinyl methyl ether was isolated with a selectivity of 99.1%, relative to...